Dataset: the Open Reaction Database (ORD), a public repository of structured organic reaction records. Task: describe an organic reaction: reactants, conditions, products, and yield Starting materials: [Al+3], CCOC(=O)C1(F)CCN(C(=O)OC(C)(C)C)CC1, [H-], [H-], [H-], [H-], [Li+], C1CCOC1. Yields the product CC(C)(C)OC(=O)N1CCC(F)(CO)CC1. As a reaction SMILES: [Al+3:21].[F:1][C:2]1([C:15](=[O:16])[O:17][CH2:18][CH3:19])[CH2:3][CH2:4][N:5]([C:8](=[O:9])[O:10][C:11]([CH3:12])([CH3:13])[CH3:14])[CH2:6][CH2:7]1.[H-:20].[H-:23].[H-:24].[H-:25].[Li+:22].[O:26]1[CH2:27][CH2:28][CH2:29][CH2:30]1>>[F:1][C:2]1([CH2:15][OH:16])[CH2:3][CH2:4][N:5]([C:8](=[O:9])[O:10][C:11]([CH3:12])([CH3:13])[CH3:14])[CH2:6][CH2:7]1. The reactants are C(C1=CC=CC=C1)(=O)O[C@H]1[C@@H]([C@@H](O[C@@H]1COC(C1=CC=CC=C1)=O)N1C=NC2=C1N=CNCC2=O)F (3-(3,5-di-O-benzoyl-2-deoxy-2-fluoro-β-D-arabinofuranosyl)-6,7-dihydroimidazo[4,5-d][1,3]diazepin-8(3H)-one), C[O-].[Na+].CO (sodium methylate methanol), resultant mixture, C(C1=CC=CC=C1)(=O)O[C@H]1[C@@H]([C@@H](O[C@@H]1COC(C1=CC=CC=C1)=O)N1C=NC2=C1N=CNCC2=O)F (3-(3,5-di-O-benzoyl-2-deoxy-2-fluoro-β-D-arabinofuranosyl)-6,7-dihydroimidazo[4,5-d][1,3]diazepin-8(3H)-one). The solvent is CO (methanol). Product: F[C@@H]1[C@@H](O[C@@H]([C@H]1O)CO)N1C=NC2=C1N=CNCC2=O (3-(2-deoxy-2-fluoro-β-D-arabinofuranosyl)-6,7-dihydroimidazo[4,5-d][1,3]diazepin-8(3H)-one). RXN SMILES: C([O:9][C@@H:10]1[C@@H:14]([CH2:15][O:16]C(=O)C2C=CC=CC=2)[O:13][C@@H:12]([N:25]2[C:29]3[N:30]=[CH:31][NH:32][CH2:33][C:34](=[O:35])[C:28]=3[N:27]=[CH:26]2)[C@H:11]1[F:36])(=O)C1C=CC=CC=1.C[O-].[Na+].CO>CO>[F:36][C@H:11]1[C@H:10]([OH:9])[C@@H:14]([CH2:15][OH:16])[O:13][C@H:12]1[N:25]1[C:29]2[N:30]=[CH:31][NH:32][CH2:33][C:34](=[O:35])[C:28]=2[N:27]=[CH:26]1 |f:1.2.3|. Procedure details: To a suspension in methanol (4 ml) of compound (19) (100.5 mg) as obtained in step (10) above was added a 0.5M sodium methylate-methanol solution (0.6 ml). The resultant mixture was stirred at room temperature for 1 hour to conduct the intended reaction. Thus, the debenzoylation of compound (19) occurred to produce the titled compound (20). Starting materials: N=C1C(C(C(=O)C2=CC=CC=C2)=CC=C1NC(SC)=NC(=O)OC)CC1=CC=CC=C1 (3-iminophenylmethyl-4-(3-carbomethoxy-S-methylisothioureido)benzophenone), N=C1C(C(C(=O)C2=CC=CC=C2)=CC=C1NC(=S)NC(=O)OC)CC1=CC=CC=C1 (3-iminophenylmethyl-4-(3-carbomethoxythioureido)benzophenone), [OH-].[Na+] (sodium hydroxide), CI (methyl iodide). Solvent: O (water), CN(C=O)C (dimethylformamide), O (water), CN(C=O)C (dimethylformamide). Conditions: time 2 hour. Yields the product N=C1CC(=CC=C1)CC1(CC=CC=C1)C(C1=CC=C(C=C1)NC(SC)=NC(=O)OC)=O (C--3-Iminophenylmethyl-4-(3-carbomethoxy-S-methylisothioureido)benzophenone). Reaction SMILES: [NH:1]=[C:2]1[C:15](NC(NC(OC)=O)=S)=[CH:14][CH:13]=[C:4]([C:5](C2C=CC=CC=2)=O)[CH:3]1CC1C=CC=CC=1.[OH-].[Na+].CI.N=[C:36]1[C:49]([NH:50][C:51](=[N:54][C:55]([O:57][CH3:58])=[O:56])[S:52][CH3:53])=[CH:48][CH:47]=[C:38]([C:39]([C:41]2[CH:46]=[CH:45][CH:44]=[CH:43][CH:42]=2)=[O:40])[CH:37]1CC1C=CC=CC=1>CN(C)C=O.O>[NH:1]=[C:2]1[CH:15]=[CH:14][CH:13]=[C:4]([CH2:5][C:41]2([C:39](=[O:40])[C:38]3[CH:47]=[CH:48][C:49]([NH:50][C:51](=[N:54][C:55]([O:57][CH3:58])=[O:56])[S:52][CH3:53])=[CH:36][CH:37]=3)[CH:42]=[CH:43][CH:44]=[CH:45][CH2:46]2)[CH2:3]1 |f:1.2|. Procedure: To a solution of 3-iminophenylmethyl-4-(3-carbomethoxythioureido)benzophenone (1.1 g.; 0.0026 mole) in dimethylformamide (10.0 ml.) is added water (3.0 ml.). Additional dimethylformamide (25.0 ml.) is added to dissolve some precipitate and then sodium hydroxide (50% aqueous; 0.21 g.; 0.0026 mole) is added. The resulting solution is stirred at room temperature for 11/2 hours and then methyl iodide (0.38 g.; 0.0026 mole) is added. The solution is stirred for one hour at room temperature and then p... RXN SMILES: [C:10]([CH3:11])(=[O:12])[O:13][CH:14]1[CH:15]([O:16][C:17]([CH3:18])=[O:19])[CH:20]([O:21][C:22]([CH3:23])=[O:24])[CH:25]([O:26][C:27]([CH3:28])=[O:29])[CH:30]([CH2:32][S:33]([CH3:34])(=[O:35])=[O:36])[O:31]1.[CH3:1][N:2]([CH3:3])[CH:4]=[O:5].[CH3:37][CH2:38][O:39][C:40](=[O:41])[CH3:42].[N-:7]=[N+:8]=[N-:9].[Na+:6]>>[N:7](=[N+:8]=[N-:9])[CH2:32][CH:30]1[CH:25]([O:26][C:27]([CH3:28])=[O:29])[CH:20]([O:21][C:22]([CH3:23])=[O:24])[CH:15]([O:16][C:17]([CH3:18])=[O:19])[CH:14]([O:13][C:10]([CH3:11])=[O:12])[O:31]1. Yields the product CC(=O)OC1OC(CN=[N+]=[N-])C(OC(C)=O)C(OC(C)=O)C1OC(C)=O. The reactants are CC(=O)OC1OC(CS(C)(=O)=O)C(OC(C)=O)C(OC(C)=O)C1OC(C)=O, CN(C)C=O, CCOC(C)=O, [N-]=[N+]=[N-], [Na+]. The reactants are Cc1ccccc1, [Cu], CC(=C[N+](=O)[O-])c1ccccn1, O, [SiH3]c1ccccc1. Yields the product CC(C[N+](=O)[O-])c1ccccn1. Reaction SMILES: [CH3:1][c:2]1[cH:3][cH:4][cH:5][cH:6][cH:7]1.[Cu:27].[N+:15](=[O:16])([O-:17])[CH:18]=[C:19]([CH3:20])[c:21]1[n:22][cH:23][cH:24][cH:25][cH:26]1.[OH2:28].[c:8]1([SiH3:9])[cH:10][cH:11][cH:12][cH:13][cH:14]1>>[N+:15](=[O:16])([O-:17])[CH2:18][CH:19]([CH3:20])[c:21]1[n:22][cH:23][cH:24][cH:25][cH:26]1. Reactants: C(C)(=O)Cl (acetyl chloride), NC[C@@H]1CC[C@H](CC1)NC=1SC2=C(N1)C1=C(CCC2)C=CC(=C1)F (trans-N2-[4-(aminomethyl)cyclohexyl]-9-fluoro-5,6-dihydro-4H-benzo-[6,7]cyclohepta-[d][1,3]thiazol-2-amine), O (water). The solvent is N1=CC=CC=C1 (pyridine). Run at time 90 minute. Yields the product FC1=CC2=C(CCCC3=C2N=C(S3)NC3CCC(CC3)CNC(C)=O)C=C1 (N1-({4-[(9-fluoro-5,6-dihydro-4H-benzo[6,7]-cyclohepta-[d][1,3]thiazol-2-yl)amino]cyclohexyl}-methyl)acetamide). The yield is 27.5%. RXN SMILES: [NH2:1][CH2:2][C@H:3]1[CH2:8][CH2:7][C@H:6]([NH:9][C:10]2[S:11][C:12]3[CH2:19][CH2:18][CH2:17][C:16]4[CH:20]=[CH:21][C:22]([F:24])=[CH:23][C:15]=4[C:13]=3[N:14]=2)[CH2:5][CH2:4]1.[C:25](Cl)(=[O:27])[CH3:26].O>N1C=CC=CC=1>[F:24][C:22]1[CH:21]=[CH:20][C:16]2[CH2:17][CH2:18][CH2:19][C:12]3[S:11][C:10]([NH:9][CH:6]4[CH2:7][CH2:8][CH:3]([CH2:2][NH:1][C:25](=[O:27])[CH3:26])[CH2:4][CH2:5]4)=[N:14][C:13]=3[C:15]=2[CH:23]=1. Reported procedure: To a stirred, septum capped solution of trans-N2-[4-(aminomethyl)cyclohexyl]-9-fluoro-5,6-dihydro-4H-benzo-[6,7]cyclohepta-[d][1,3]thiazol-2-amine (0.165 g, 0.394 mmol) in 3.0 ml anhydrous pyridine was added 0.034 ml (0.038 g, 0.48 mmol) acetyl chloride dropwise. Stirring at room temperature was continued for 90 minutes and the solution was then poured into 50 ml water and extracted with EtOAc (2×50 ml). The combined extracts were evaporated to yield 0.126 g of the crude product as a viscous gol... Reactants: ClC=1C=C(C=CC1)CCNC(=O)C=1N=C(SC1)CN (2-Aminomethyl-thiazole-4-carboxylic acid [2-(3-chlorophenyl)ethyl]amide), N1=CC=CC=C1 (pyridine), [NH4+].[Cl-] (NH4Cl), FC(OC1=CC=C(OCC(=O)Cl)C=C1)(F)F ((4-Trifluoromethoxyphenoxy)-acetyl chloride). The reagents and catalysts are CN(C)C=1C=CN=CC1 (DMAP). The solvent is C(Cl)Cl (methylene chloride). Run at time 12 hour. The product is ClC=1C=C(C=CC1)CCNC(=O)C=1N=C(SC1)CNC(COC1=CC=C(C=C1)OC(F)(F)F)=O (2-{[2-(4-Trifluoromethoxyphenoxy)-acetylamino]-methyl}thiazole-4-carboxylic acid [2-(3-chlorophenyl)-ethyl]amide), Boc. Reaction SMILES: [Cl:1][C:2]1[CH:3]=[C:4]([CH2:8][CH2:9][NH:10][C:11]([C:13]2[N:14]=[C:15]([CH2:18][NH2:19])[S:16][CH:17]=2)=[O:12])[CH:5]=[CH:6][CH:7]=1.[F:20][C:21]([F:35])([F:34])[O:22][C:23]1[CH:33]=[CH:32][C:26]([O:27][CH2:28][C:29](Cl)=[O:30])=[CH:25][CH:24]=1.N1C=CC=CC=1.[NH4+].[Cl-]>C(Cl)Cl.CN(C1C=CN=CC=1)C>[Cl:1][C:2]1[CH:3]=[C:4]([CH2:8][CH2:9][NH:10][C:11]([C:13]2[N:14]=[C:15]([CH2:18][NH:19][C:29](=[O:30])[CH2:28][O:27][C:26]3[CH:32]=[CH:33][C:23]([O:22][C:21]([F:34])([F:20])[F:35])=[CH:24][CH:25]=3)[S:16][CH:17]=2)=[O:12])[CH:5]=[CH:6][CH:7]=1 |f:3.4|. Procedure: 2-Aminomethyl-thiazole-4-carboxylic acid [2-(3-chlorophenyl)ethyl]amide (0.54 g, 1.8 mmol) was dissolved in methylene chloride (15 mL). (4-Trifluoromethoxyphenoxy)-acetyl chloride (0.47 g, 1.8 mmol) was added followed by pyridine (0.3 mL, 4 mmol) and DMAP (0.02 g, 0.1 mmol). The mixture was stirred for 12 hours. Saturated, aqueous NH4Cl was added and the mixture was extracted with methylene chloride ×3. The combined organic extracts were washed with 1N HCl, saturated, aqueous NaHCO3, brine, drie... Starting materials: Cl.COC([C@@H](N)C)=O (L-Alanine methyl ester hydrochloride), solution, C1(=CC=CC=C1)[Mg]Br (phenylmagnesium bromide). The solvent is C1CCOC1 (THF). Run at temperature 0 celsius, time 1 hour. The product is N[C@H](C(O)(C1=CC=CC=C1)C1=CC=CC=C1)C ((S)-2-Amino-1,1-diphenyl-1-propanol). The yield is 7.2%. Reaction SMILES: Cl.C[O:3][C:4](=O)[C@H:5]([CH3:7])[NH2:6].[C:9]1([Mg]Br)[CH:14]=[CH:13][CH:12]=[CH:11][CH:10]=1>C1COCC1>[NH2:6][C@@H:5]([CH3:7])[C:4]([C:9]1[CH:14]=[CH:13][CH:12]=[CH:11][CH:10]=1)([C:9]1[CH:14]=[CH:13][CH:12]=[CH:11][CH:10]=1)[OH:3] |f:0.1|. Procedure details: L-Alanine methyl ester hydrochloride (9.9 g, 70.9 mmol) was added portionwise to a 1.0 M solution of phenylmagnesium bromide (78.0 g, 0.43 mol) in THF at 0° C. and then heated under reflux for 21 h. The reaction mixture was cooled to 0° C., quenched with dropwise addition of saturated NH4Cl, and stirred for 1 h. After collecting insoluble products through the Buchner funnel, organic products were extracted into AcOEt (3×100 ml). The combined organic extracts were dried over K2CO3/MgSO4, and conc... The reactants are ClC=1C=C2C(C(NC2=CC1)=O)(C1=C(C=CC=C1)OC)CC(=O)O ([5-chloro-3-(2-methoxyphenyl)-2-oxo-2,3-dihydro-1H-indol-3-yl]acetic acid), N1CCC(CC1)C1=CC=NC=C1 (4-piperidin-4-yl pyridine), C(CCl)Cl.Cl (EDC HCl), C=1C=CC2=C(C1)N=NN2O.O (HOBt H2O). Solvent: C(Cl)(Cl)Cl (CHCl3), O (water). Conditions: time 15 minute. Yields the product ClC=1C=C2C(C(NC2=CC1)=O)(CC(N1CCC(CC1)C1=CC=NC=C1)=O)C1=C(C=CC=C1)OC (5-chloro-3-(2-methoxyphenyl)-3-[2-oxo-2-(4-pyridin-4-yl piperidin-1-yl)ethyl]-1,3-dihydro-2H-indol-2-one). The yield is 82.8%. RXN SMILES: [Cl:1][C:2]1[CH:3]=[C:4]2[C:8](=[CH:9][CH:10]=1)[NH:7][C:6](=[O:11])[C:5]2([CH2:20][C:21](O)=[O:22])[C:12]1[CH:17]=[CH:16][CH:15]=[CH:14][C:13]=1[O:18][CH3:19].[NH:24]1[CH2:29][CH2:28][CH:27]([C:30]2[CH:35]=[CH:34][N:33]=[CH:32][CH:31]=2)[CH2:26][CH2:25]1.C1C=CC2N(O)N=NC=2C=1.O.C(Cl)CCl.Cl>C(Cl)(Cl)Cl.O>[Cl:1][C:2]1[CH:3]=[C:4]2[C:8](=[CH:9][CH:10]=1)[NH:7][C:6](=[O:11])[C:5]2([C:12]1[CH:17]=[CH:16][CH:15]=[CH:14][C:13]=1[O:18][CH3:19])[CH2:20][C:21](=[O:22])[N:33]1[CH2:34][CH2:35][CH:30]([C:27]2[CH:26]=[CH:25][N:24]=[CH:29][CH:28]=2)[CH2:31][CH2:32]1 |f:2.3,4.5|. Reported procedure: To a solution of 720 mg of [5-chloro-3-(2-methoxyphenyl)-2-oxo-2,3-dihydro-1H-indol-3-yl]acetic acid, which is the compound described in Preparation 1.1 of the brochure WO03/008407 and 350 mg of 4-piperidin-4-yl pyridine obtained in Step 51-1 in CHCl3 (15 ml) was added 500 mg of HOBt/H2O, stirred for 15 minutes, then, 500 mg of EDC/HCl was added. The solution was stirred for 11 hours, then, water was added and the resulting mixture was extracted with CHCl3. The organic layer was washed with wate... The reactants are BrC1=C(C=CC(=C1)COC)OC (2-bromo-1-methoxy-4-methoxymethyl-benzene), CN(C=O)C (dimethylformamide). Reagents/catalysts: C=1C=CC(=CC1)[P](C=2C=CC=CC2)(C=3C=CC=CC3)[Pd]([P](C=4C=CC=CC4)(C=5C=CC=CC5)C=6C=CC=CC6)([P](C=7C=CC=CC7)(C=8C=CC=CC8)C=9C=CC=CC9)[P](C=1C=CC=CC1)(C=1C=CC=CC1)C=1C=CC=CC1 (tetrakis(triphenylphosphine)palladium), [C-]#N.[Zn+2].[C-]#N (zinc cyanide). Run in C(C)OCC (diethyl ether). Run at temperature 80 celsius, time 2 day. Product: COC1=C(C#N)C=C(C=C1)COC (2-methoxy-5-methoxymethyl-benzonitrile). The yield is 76.0%. As a reaction SMILES: Br[C:2]1[CH:7]=[C:6]([CH2:8][O:9][CH3:10])[CH:5]=[CH:4][C:3]=1[O:11][CH3:12].[CH3:13][N:14](C)C=O>C(OCC)C.[C-]#N.[Zn+2].[C-]#N.C1C=CC([P]([Pd]([P](C2C=CC=CC=2)(C2C=CC=CC=2)C2C=CC=CC=2)([P](C2C=CC=CC=2)(C2C=CC=CC=2)C2C=CC=CC=2)[P](C2C=CC=CC=2)(C2C=CC=CC=2)C2C=CC=CC=2)(C2C=CC=CC=2)C2C=CC=CC=2)=CC=1>[CH3:12][O:11][C:3]1[CH:4]=[CH:5][C:6]([CH2:8][O:9][CH3:10])=[CH:7][C:2]=1[C:13]#[N:14] |f:3.4.5,^1:31,33,52,71|. Reported procedure: To a solution of 2-bromo-1-methoxy-4-methoxymethyl-benzene (460 mg, 1.991 mmol) in dimethylformamide (5 mL) at room temperature was added zinc cyanide (140.3 mg, 1.195 mmol). The reaction mixture was degassed by passing argon through for 30 min before tetrakis(triphenylphosphine)palladium (138 mg, 0.119 mmol) was added. The reaction mixture was heated at 80° C. for 12 h and stirred at room temperature for 2 d. It was diluted with diethyl ether (50 mL) and washed with sodium bicarbonate solution,...